This data is from the Open Reaction Database (ORD), a public repository of structured organic reaction records. The task is: describe an organic reaction: reactants, conditions, products, and yield The reactants are P(=O)(Cl)(Cl)Cl (phosphorus oxychloride), OC1=NC=NC=C1OC1=CC=CC=C1 (4-hydroxy-5-phenoxy pyrimidine). Run at time 1.5 hour. Yields the product ClC1=NC=NC=C1OC1=CC=CC=C1 (4-chloro-5-phenoxy pyrimidine). RXN SMILES: P(Cl)(Cl)([Cl:3])=O.O[C:7]1[C:12]([O:13][C:14]2[CH:19]=[CH:18][CH:17]=[CH:16][CH:15]=2)=[CH:11][N:10]=[CH:9][N:8]=1>>[Cl:3][C:7]1[C:12]([O:13][C:14]2[CH:19]=[CH:18][CH:17]=[CH:16][CH:15]=2)=[CH:11][N:10]=[CH:9][N:8]=1. Reported procedure: To 500 ml. of phosphorus oxychloride was added 85.5 g. (0.455 mol) of 4-hydroxy-5-phenoxy pyrimidine and the suspension heated at 70° in an oil bath. After 1 hr the reaction mixture became homogeneous and after 1.5 hr total reduction time the bulk of the phosphorus oxychloride was removed by distillation at reduced pressure. The residue was slowly added to well stirred iced water and the residual acid was cautiously neutralized with ammonium hydroxide solution to pH 8 and was extracted with 3 × ... Starting materials: OC(c1ccc(Br)cc1)(C(F)(F)F)C(F)(F)F, Cc1ccccc1, CC1CNCCN1, CC(C)(C)[O-], CC(C)Oc1cccc(OC(C)C)c1-c1ccccc1P(C1CCCCC1)C1CCCCC1, [Na+], O=C(C=Cc1ccccc1)C=Cc1ccccc1, O=C(C=Cc1ccccc1)C=Cc1ccccc1, O=C(C=Cc1ccccc1)C=Cc1ccccc1, O, [Pd], [Pd]. Yields the product CC1CN(c2ccc(C(O)(C(F)(F)F)C(F)(F)F)cc2)CCN1. RXN SMILES: [Br:8][c:9]1[cH:10][cH:11][c:12]([C:15]([C:16]([F:17])([F:18])[F:19])([C:20]([F:21])([F:22])[F:23])[OH:24])[cH:13][cH:14]1.[CH3:121][c:122]1[cH:123][cH:124][cH:125][cH:126][cH:127]1.[CH3:1][CH:2]1[NH:3][CH2:4][CH2:5][NH:6][CH2:7]1.[CH3:25][C:26]([CH3:27])([O-:28])[CH3:29].[CH:31]1([P:32]([CH:33]2[CH2:34][CH2:35][CH2:36][CH2:37][CH2:38]2)[c:39]2[cH:40][cH:41][cH:42][cH:43][c:44]2-[c:45]2[c:46]([O:47][CH:48]([CH3:49])[CH3:50])[cH:51][cH:52][cH:53][c:54]2[O:55][CH:56]([CH3:57])[CH3:58])[CH2:59][CH2:60][CH2:61][CH2:62][CH2:63]1.[Na+:30].[O:103]=[C:104]([CH:105]=[CH:106][c:107]1[cH:108][cH:109][cH:110][cH:111][cH:112]1)[CH:113]=[CH:114][c:115]1[cH:116][cH:117][cH:118][cH:119][cH:120]1.[O:67]=[C:68]([CH:69]=[CH:70][c:71]1[cH:72][cH:73][cH:74][cH:75][cH:76]1)[CH:77]=[CH:78][c:79]1[cH:80][cH:81][cH:82][cH:83][cH:84]1.[O:85]=[C:86]([CH:87]=[CH:88][c:89]1[cH:90][cH:91][cH:92][cH:93][cH:94]1)[CH:95]=[CH:96][c:97]1[cH:98][cH:99][cH:100][cH:101][cH:102]1.[OH2:64].[Pd:65].[Pd:66]>>[CH3:1][CH:2]1[NH:3][CH2:4][CH2:5][N:6]([c:9]2[cH:10][cH:11][c:12]([C:15]([C:16]([F:17])([F:18])[F:19])([C:20]([F:21])([F:22])[F:23])[OH:24])[cH:13][cH:14]2)[CH2:7]1. Reaction SMILES: [Br-:9].[CH2:20]1[O:21][CH2:22][CH2:23][CH2:24]1.[Cl:1][c:2]1[n:3][n:4][c:5]([Cl:8])[cH:6][cH:7]1.[F:10][c:11]1[c:12]([CH2:13][Zn+:14])[c:15]([F:19])[cH:16][cH:17][cH:18]1.[cH:25]1[cH:26][cH:27][c:28]([P:29]([Pd:30]([P:31]([c:32]2[cH:33][cH:34][cH:35][cH:36][cH:37]2)([c:38]2[cH:39][cH:40][cH:41][cH:42][cH:43]2)[c:44]2[cH:45][cH:46][cH:47][cH:48][cH:49]2)([P:50]([c:51]2[cH:52][cH:53][cH:54][cH:55][cH:56]2)([c:57]2[cH:58][cH:59][cH:60][cH:61][cH:62]2)[c:63]2[cH:64][cH:65][cH:66][cH:67][cH:68]2)[P:69]([c:70]2[cH:71][cH:72][cH:73][cH:74][cH:75]2)([c:76]2[cH:77][cH:78][cH:79][cH:80][cH:81]2)[c:82]2[cH:83][cH:84][cH:85][cH:86][cH:87]2)([c:88]2[cH:89][cH:90][cH:91][cH:92][cH:93]2)[c:94]2[cH:95][cH:96][cH:97][cH:98][cH:99]2)[cH:100][cH:101]1>>[Cl:1][c:2]1[n:3][n:4][c:5]([CH2:13][c:12]2[c:11]([F:10])[cH:18][cH:17][cH:16][c:15]2[F:19])[cH:6][cH:7]1. Yields the product Fc1cccc(F)c1Cc1ccc(Cl)nn1. Reactants: [Br-], C1CCOC1, Clc1ccc(Cl)nn1, Fc1cccc(F)c1C[Zn+], c1ccc(P(c2ccccc2)(c2ccccc2)[Pd](P(c2ccccc2)(c2ccccc2)c2ccccc2)(P(c2ccccc2)(c2ccccc2)c2ccccc2)P(c2ccccc2)(c2ccccc2)c2ccccc2)cc1. Yields the product [N+](=O)([O-])C(CCC(=O)OC(CN=[N+]=[N-])CN=[N+]=[N-])([N+](=O)[O-])[N+](=O)[O-] (1,3-Diazido-2-propyl 4,4,4-Trinitrobutyrate). As a reaction SMILES: [N+:1]([C:4]([N+:13]([O-:15])=[O:14])([N+:10]([O-:12])=[O:11])[CH2:5][CH2:6][C:7](Cl)=[O:8])([O-:3])=[O:2].[N:16]([CH2:19][CH:20]([OH:25])[CH2:21][N:22]=[N+:23]=[N-:24])=[N+:17]=[N-:18]>C(Cl)CCl>[N+:1]([C:4]([N+:13]([O-:15])=[O:14])([N+:10]([O-:12])=[O:11])[CH2:5][CH2:6][C:7]([O:25][CH:20]([CH2:21][N:22]=[N+:23]=[N-:24])[CH2:19][N:16]=[N+:17]=[N-:18])=[O:8])([O-:3])=[O:2]. Reactants: 25g, [N+](=O)([O-])C(CCC(=O)Cl)([N+](=O)[O-])[N+](=O)[O-] (4,4,4-trinitrobutyryl chloride), N(=[N+]=[N-])CC(CN=[N+]=[N-])O (1,3-diazido-2-propanol). Yield: 73.5%. Run in C(CCl)Cl (ethylene dichloride). Procedure: A solution of 25g (0.1 mole) of 4,4,4-trinitrobutyryl chloride, 14.7g (0.1 mole) of 1,3-diazido-2-propanol, and 50 ml of ethylene dichloride was refluxed for one week. The solution was cooled, washed with water, dried, and concentrated to give 25.5g (73.5%) of amber liquid. The product was purified by dissolving in carbon tetrachloride and passing through a neutral alumina column. Concentration of this solution gave a yellow liquid, nD24 = 1.5029, d25 = 1.464. The infrared spectrum showed the ex... Reaction SMILES: [CH2:11]1[CH2:12][CH2:13][NH:14][CH2:15]1.[CH2:5]=[C:6]=[O:7].[CH2:8]=[C:9]=[O:10].[CH3:16][c:17]1[cH:18][cH:19][cH:20][cH:21][cH:22]1.[CH3:1][C:2](=[O:3])[CH3:4]>>[CH2:1]([C:2](=[O:3])[CH3:4])[C:6](=[O:7])[N:14]1[CH2:13][CH2:12][CH2:11][CH2:15]1. The reactants are C1CCNC1, C=C=O, C=C=O, Cc1ccccc1, CC(C)=O. Yields the product CC(=O)CC(=O)N1CCCC1. Starting materials: ClCC(=O)O (monochloroacetic acid), C1=CC(=C(C=2C1=NSN2)NC3=NCCN3)Cl (tizanidine). Solvent: C(C)(C)O (isopropyl alcohol). Run at temperature 2.5 celsius. Yields the product C1=CC(=C(C=2C1=NSN2)NC3=NCCN3)Cl.ClCC(=O)[O-] (tizanidine monochloroacetate). Reaction SMILES: [Cl:1][CH2:2][C:3]([OH:5])=[O:4].[CH:6]1[C:11]2=[N:12][S:13][N:14]=[C:10]2[C:9]([NH:15][C:16]2[NH:20][CH2:19][CH2:18][N:17]=2)=[C:8]([Cl:21])[CH:7]=1>C(O)(C)C>[CH:6]1[C:11]2=[N:12][S:13][N:14]=[C:10]2[C:9]([NH:15][C:16]2[NH:20][CH2:19][CH2:18][N:17]=2)=[C:8]([Cl:21])[CH:7]=1.[Cl:1][CH2:2][C:3]([O-:5])=[O:4] |f:3.4|. Reported procedure: To a solution of 2.0 g of monochloroacetic acid in 10 ml of isopropyl alcohol 3.0 g of the tizanidine base (99.15% HPLC) are added. After brief heating to boil a solution results, from which a crystalline precipitated product starts to separate. After cooling to 0 to 5° C. and aspiration 3.31 g of tizanidine monochloroacetate are obtained. The reactants are NC1=CC=C(C2=CC=CC=C12)OC1=CC=NC=2N=CC(NC21)=O (8-(4-aminonaphthalen-1-yloxy)pyrido[2,3-b]pyrazin-2(1H)-one), FC1=C(C=C(C=C1)C(F)(F)F)N=C=O (1-fluoro-2-isocyanato-4-(trifluoromethyl)benzene). Isolated yield 98.0%. Reported procedure: Method F2 was used with 8-(4-aminonaphthalen-1-yloxy)pyrido[2,3-b]pyrazin-2(1H)-one and 1-fluoro-2-isocyanato-4-(trifluoromethyl)benzene to afford the title compound as a white solid (65 mg, 98%). Yields the product FC1=C(C=C(C=C1)C(F)(F)F)NC(=O)NC1=CC=C(C2=CC=CC=C12)OC1=CC=NC=2N=CC(NC21)=O (1-(2-fluoro-5-(trifluoromethyl)phenyl)-3-(4-(2-oxo-1,2-dihydropyrido[2,3-b]pyrazin-8-yloxy)naphthalen-1-yl)urea). As a reaction SMILES: [NH2:1][C:2]1[C:11]2[C:6](=[CH:7][CH:8]=[CH:9][CH:10]=2)[C:5]([O:12][C:13]2[C:22]3[NH:21][C:20](=[O:23])[CH:19]=[N:18][C:17]=3[N:16]=[CH:15][CH:14]=2)=[CH:4][CH:3]=1.[F:24][C:25]1[CH:30]=[CH:29][C:28]([C:31]([F:34])([F:33])[F:32])=[CH:27][C:26]=1[N:35]=[C:36]=[O:37]>>[F:24][C:25]1[CH:30]=[CH:29][C:28]([C:31]([F:34])([F:33])[F:32])=[CH:27][C:26]=1[NH:35][C:36]([NH:1][C:2]1[C:11]2[C:6](=[CH:7][CH:8]=[CH:9][CH:10]=2)[C:5]([O:12][C:13]2[C:22]3[NH:21][C:20](=[O:23])[CH:19]=[N:18][C:17]=3[N:16]=[CH:15][CH:14]=2)=[CH:4][CH:3]=1)=[O:37].